describe an organic reaction: reactants, conditions, products, and yield From a dataset of the Open Reaction Database (ORD), a public repository of structured organic reaction records. Reported procedure: 6-((6-phenyl-[1,2,4]triazolo[4,3-b]pyridazin-3-yl)methyl)quinolin-3-ol (0.05 g, 0.1 mmol) was dissolved in DMF (8 mL). SODIUM HYDRIDE (0.01 g, 0.3 mmol) was added and allowed to stir for 1 h at rt. 2-chloro-N,N-dimethylethanamine hydrochloride (0.06 g, 0.4 mmol), which was free-based using 5 N NaOH then extracted with ether, was added. The resulting mixture was continued to stir for 20 h at rt. Solvent was removed in vacuo. The crude material was purified using SiO2 chromatography (Teledyne Isco... Reaction SMILES: [C:1]1([C:7]2[CH:8]=[CH:9][C:10]3[N:11]([C:13]([CH2:16][C:17]4[CH:18]=[C:19]5[C:24](=[CH:25][CH:26]=4)[N:23]=[CH:22][C:21]([OH:27])=[CH:20]5)=[N:14][N:15]=3)[N:12]=2)[CH:6]=[CH:5][CH:4]=[CH:3][CH:2]=1.[H-].[Na+].Cl.Cl[CH2:32][CH2:33][N:34]([CH3:36])[CH3:35].[OH-].[Na+]>CN(C=O)C>[CH3:35][N:34]([CH3:36])[CH2:33][CH2:32][O:27][C:21]1[CH:22]=[N:23][C:24]2[C:19]([CH:20]=1)=[CH:18][C:17]([CH2:16][C:13]1[N:11]3[N:12]=[C:7]([C:1]4[CH:2]=[CH:3][CH:4]=[CH:5][CH:6]=4)[CH:8]=[CH:9][C:10]3=[N:15][N:14]=1)=[CH:26][CH:25]=2 |f:1.2,3.4,5.6|. Starting materials: [OH-].[Na+] (NaOH), C1(=CC=CC=C1)C=1C=CC=2N(N1)C(=NN2)CC=2C=C1C=C(C=NC1=CC2)O (6-((6-phenyl-[1,2,4]triazolo[4,3-b]pyridazin-3-yl)methyl)quinolin-3-ol), Cl.ClCCN(C)C (2-chloro-N,N-dimethylethanamine hydrochloride), [H-].[Na+] (SODIUM HYDRIDE). The solvent is CN(C)C=O (DMF). Reaction conditions: time 1 hour. The product is CN(CCOC=1C=NC2=CC=C(C=C2C1)CC1=NN=C2N1N=C(C=C2)C2=CC=CC=C2)C (N,N-dimethyl-2-(6-((6-phenyl-[1,2,4]triazolo[4,3-b]pyridazin-3-yl)methyl)quinolin-3-yloxy)ethanamine). The reactants are Cl (hydrochloric acid), ClC1=CC=C(C(=O)C2=CC=C(CN3C=C(C4=C3N=C(N=C4OC)SC)C)C=C2)C=C1 (7-[4-(4-chlorobenzoyl)benzyl]-4-methoxy-5-methyl-2-methylthio-7H-pyrrolo[2,3-d]pyrimidine), S(C=1C(=CC(=C(C1)C(C)(C)C)O)C)C=1C(=CC(=C(C1)C(C)(C)C)O)C (4,4'-thiobis(6-t-butyl-m-cresol)), Cl (hydrochloric acid), O (water). Run in O1CCOCC1 (dioxane). Reaction conditions: temperature 105 celsius, time 36 hour. Product: ClC1=CC=C(C(=O)C2=CC=C(CN3C=C(C4=C3N=C(NC4=O)SC)C)C=C2)C=C1 (7-[4-(4-Chlorobenzoyl)benzyl]-5-methyl-2-methylthio-7H-pyrrolo[2,3-d]pyrimidin-4(3H)-one). The yield is 48.0%. Reaction SMILES: [Cl:1][C:2]1[CH:30]=[CH:29][C:5]([C:6]([C:8]2[CH:28]=[CH:27][C:11]([CH2:12][N:13]3[C:17]4[N:18]=[C:19]([S:24][CH3:25])[N:20]=[C:21]([O:22]C)[C:16]=4[C:15]([CH3:26])=[CH:14]3)=[CH:10][CH:9]=2)=[O:7])=[CH:4][CH:3]=1.S(C1C(C)=CC(O)=C(C(C)(C)C)C=1)C1C(C)=CC(O)=C(C(C)(C)C)C=1.Cl.O>O1CCOCC1>[Cl:1][C:2]1[CH:30]=[CH:29][C:5]([C:6]([C:8]2[CH:28]=[CH:27][C:11]([CH2:12][N:13]3[C:17]4[N:18]=[C:19]([S:24][CH3:25])[NH:20][C:21](=[O:22])[C:16]=4[C:15]([CH3:26])=[CH:14]3)=[CH:10][CH:9]=2)=[O:7])=[CH:4][CH:3]=1. Reported procedure: Under argon gas, 7-[4-(4-chlorobenzoyl)benzyl]-4-methoxy-5-methyl-2-methylthio-7H-pyrrolo[2,3-d]pyrimidine (0.671 g) was dissolved in dioxane (8 ml) followed by addition of 4,4'-thiobis(6-t-butyl-m-cresol) (7.2 mg). Then, 0.5N-hydrochloric acid (1.12 ml) was added and the mixture was stirred at 105° C. for 36 hours. Thereafter, 0.5 N-hydrochloric acid (1.12 ml) was added again and the mixture was further stirred at the same temperature as above for 24 hours. To this reaction mixture was added wa... Starting materials: monohydrate, C1(CCCCC1)NC([C@@H](N)CCC(N)=O)=O (L-glutamine cyclohexylamide). The solvent is CO (methanol), CO (methanol). Product: O.C1(CCCCC1)NC([C@@H](N)CCC(N)=O)=O.N[C@@H](CCC(N)=O)C(=O)NC1CCCCC1 (L-glutamine cyclohexylamide salt hemihydrate). Yield: 214.8%. RXN SMILES: [CH:1]1([NH:7][C:8](=[O:16])[C@H:9]([CH2:11][CH2:12][C:13](=[O:15])[NH2:14])[NH2:10])[CH2:6][CH2:5][CH2:4][CH2:3][CH2:2]1>CO>[OH2:15].[CH:1]1([NH:7][C:8](=[O:16])[C@H:9]([CH2:11][CH2:12][C:13](=[O:15])[NH2:14])[NH2:10])[CH2:2][CH2:3][CH2:4][CH2:5][CH2:6]1.[NH2:10][C@H:9]([C:8]([NH:7][CH:1]1[CH2:6][CH2:5][CH2:4][CH2:3][CH2:2]1)=[O:16])[CH2:11][CH2:12][C:13](=[O:15])[NH2:14] |f:2.3.4|. Procedure details: 1.52 g of sulfodehydroabietic acid monohydrate is dissolved in 5 ml of methanol, and a solution of 0.907 g of L-glutamine cyclohexylamide in 20 ml of methanol is added thereto. The mixture is concentrated under reduced pressure to remove solvent until the volume of said mixture is 5 ml. Ether is added to the residue and the precipitates (white crystalline) are collected therefrom. 1.35 g of sulfodehydroabietic acid L-glutamine cyclohexylamide salt hemihydrate is thereby obtained. Reactants: [N+](=O)([O-])C=1C=C2C(=NC1)NC(=N2)C2=CC=CC=C2 (6-nitro-2-phenyl-3H-imidazo[4,5-b]pyridine). Reagents/catalysts: [Fe] (iron). The solvent is C(C)(=O)O (acetic acid). Run at temperature 80 celsius. Yields the product C1(=CC=CC=C1)C1=NC=2C(=NC=C(C2)N)N1 (2-phenyl-3H-imidazo[4,5-b]pyridin-6-ylamine). As a reaction SMILES: [N+:1]([C:4]1[CH:5]=[C:6]2[N:12]=[C:11]([C:13]3[CH:18]=[CH:17][CH:16]=[CH:15][CH:14]=3)[NH:10][C:7]2=[N:8][CH:9]=1)([O-])=O>C(O)(=O)C.[Fe]>[C:13]1([C:11]2[NH:10][C:7]3=[N:8][CH:9]=[C:4]([NH2:1])[CH:5]=[C:6]3[N:12]=2)[CH:14]=[CH:15][CH:16]=[CH:17][CH:18]=1. Reported procedure: 12.0 g 6-nitro-2-phenyl-3H-imidazo[4,5-b]pyridine were dissolved in 1 L acetic acid. 18 g iron powder were added and the mixture heated to 80° C. with stirring. After 2 hrs the mixture was cooled to room temperature and filtered over Celite. The celite pad was washed with methanol and the combined filtrates were evaporated. The residue was dissolved methanol/dichloromethane 1:1 and filtered over silica. The filtrate was concentrated to a volume of 100 mL, the resulting precipitate collected by f...